From a dataset of the Open Reaction Database (ORD), a public repository of structured organic reaction records. describe an organic reaction: reactants, conditions, products, and yield Reactants: ClC1=[N+](C=C(C(=C1)[N+](=O)[O-])C)[O-] (2-Chloro-5-methyl-4-nitropyridine N-oxide), [OH-].[Na+] (NaOH). Reagents/catalysts: [Fe] (Iron). Run in C(C)(=O)O (acetic acid). Run at temperature 100 celsius. The product is NC1=CC(=NC=C1C)Cl (4-Amino-2-chloro-5-methylpyridine). RXN SMILES: [Cl:1][C:2]1[CH:7]=[C:6]([N+:8]([O-])=O)[C:5]([CH3:11])=[CH:4][N+:3]=1[O-].[OH-].[Na+]>C(O)(=O)C.[Fe]>[NH2:8][C:6]1[C:5]([CH3:11])=[CH:4][N:3]=[C:2]([Cl:1])[CH:7]=1 |f:1.2|. Reported procedure: Iron (1.0 g) was added to a solution of 10 (500 mg, 2.6 mmol) in glacial acetic acid (10 mL). The reaction mixture was then heated at 100° C. for 20 minutes. The suspension was poured on aqueous NaOH 1M and extracted with ethyl acetate. After drying over Na2SO4, the solvent was then evaporated and 11 was isolated as a colorless solid (370 mg, 2.6 mmol, HPLC Rt=1.3 min, FIA ES+ 143.0). The reactants are C[S-].[Na+] (Sodium thiomethoxide), CC1=CC=C(C=C1)S(=O)(=O)OCC1(C(N([C@@H]([C@H](C1)C1=CC(=CC=C1)Cl)C1=CC=C(C=C1)Cl)CC1=C(C=C(C=C1)OC)OC)=O)C (((5R,6S)-5-(3-chlorophenyl)-6-(4-chlorophenyl)-1-(2,4-dimethoxybenzyl)-3-methyl-2-oxopiperidin-3-yl)methyl 4-methylbenzenesulfonate), CN(C)C=O (DMF). Solvent: O (water). Reaction conditions: temperature 50 celsius. Product: ClC=1C=C(C=CC1)[C@H]1C[C@@](C(N([C@@H]1C1=CC=C(C=C1)Cl)CC1=C(C=C(C=C1)OC)OC)=O)(CSC)C ((3S,5R,6S)-5-(3-chlorophenyl)-6-(4-chlorophenyl)-1-(2,4-dimethoxybenzyl)-3-methyl-3-(methylthiomethyl)piperidin-2-one). Reaction SMILES: [CH3:1][S-:2].[Na+].CC1C=CC(S(O[CH2:15][C:16]2(C)[CH2:21][C@H:20]([C:22]3[CH:27]=[CH:26][CH:25]=[C:24]([Cl:28])[CH:23]=3)[C@@H:19]([C:29]3[CH:34]=[CH:33][C:32]([Cl:35])=[CH:31][CH:30]=3)[N:18]([CH2:36][C:37]3[CH:42]=[CH:41][C:40]([O:43][CH3:44])=[CH:39][C:38]=3[O:45][CH3:46])[C:17]2=[O:47])(=O)=O)=CC=1.[CH3:49]N(C=O)C>O>[Cl:28][C:24]1[CH:23]=[C:22]([C@@H:20]2[C@@H:19]([C:29]3[CH:30]=[CH:31][C:32]([Cl:35])=[CH:33][CH:34]=3)[N:18]([CH2:36][C:37]3[CH:42]=[CH:41][C:40]([O:43][CH3:44])=[CH:39][C:38]=3[O:45][CH3:46])[C:17](=[O:47])[C@@:16]([CH3:15])([CH2:1][S:2][CH3:49])[CH2:21]2)[CH:27]=[CH:26][CH:25]=1 |f:0.1|. Procedure details: Sodium thiomethoxide (0.193 g, 2.76 mmol) was added to a solution of ((5R,6S)-5-(3-chlorophenyl)-6-(4-chlorophenyl)-1-(2,4-dimethoxybenzyl)-3-methyl-2-oxopiperidin-3-yl)methyl 4-methylbenzenesulfonate (Example 88, Step C) (0.738 g, 1.104 mmol) in anhydrous DMF (5.52 mL) at rt under nitrogen. The reaction mixture was heated at 50° C. for 8 hours before being cooled to rt, diluted with water and extracted with ether three times. The organics were pooled, washed with water three times, sat. aq. NaC... Reactants: ClC=1C=CC(=C(CN2C3=C(NCC2)N=CC(=C3)I)C1)C(F)(F)F (1-[5-Chloro-2-(trifluoromethyl)benzyl]-7-iodo-1,2,3,4-tetrahydropyrido[2,3-b]pyrazine), C(C)OC(=O)C=1C=C(C=CC1)B(O)O (3-ethoxycarbonyl phenyl boronic acid). Product: C(C)OC(C1=CC(=CC=C1)C1=CC2=C(NCCN2CC2=C(C=CC(=C2)Cl)C(F)(F)F)N=C1)=O (3-{1-[5-Chloro-2-(trifluoromethyl)benzyl]-1,2,3,4-tetrahydropyrido[2,3-b]pyrazin-7-yl}benzoic acid ethyl ester), solid. The yield is 72.0%. As a reaction SMILES: [Cl:1][C:2]1[CH:3]=[CH:4][C:5]([C:20]([F:23])([F:22])[F:21])=[C:6]([CH:19]=1)[CH2:7][N:8]1[CH2:13][CH2:12][NH:11][C:10]2[N:14]=[CH:15][C:16](I)=[CH:17][C:9]1=2.[CH2:24]([O:26][C:27]([C:29]1[CH:30]=[C:31](B(O)O)[CH:32]=[CH:33][CH:34]=1)=[O:28])[CH3:25]>>[CH2:24]([O:26][C:27](=[O:28])[C:29]1[CH:30]=[CH:31][CH:32]=[C:33]([C:16]2[CH:15]=[N:14][C:10]3[NH:11][CH2:12][CH2:13][N:8]([CH2:7][C:6]4[CH:19]=[C:2]([Cl:1])[CH:3]=[CH:4][C:5]=4[C:20]([F:23])([F:22])[F:21])[C:9]=3[CH:17]=2)[CH:34]=1)[CH3:25]. Procedure: 1-[5-Chloro-2-(trifluoromethyl)benzyl]-7-iodo-1,2,3,4-tetrahydropyrido[2,3-b]pyrazine (7.5 g) was reacted with 3-ethoxycarbonyl phenyl boronic acid as in General Procedure 4A. The title compound was obtained as a white solid (72% yield). m.p.=174° C., LCMS: m/z=475.95 (M+H+), 1H-NMR (CDCl3, 400 MHz) δ 1.40 (t, 3H), 3.48 (m, 2H), 3.69 (m, 2H), 4.32 (q, 2H), 4.63 (s, 2H), 5.51 (bs, 1H), 6.52 (s, 1H), 7.35 (m, 1H), 7.42 (m, 1H), 7.48 (s, 1H), 7.54 (m, 1H), 7.65 (d, 1H), 7.70 (s, 1H), 7.90 (d, 1H), ... The reactants are [N+](=O)([O-])C1=C(CO)C=CC=C1 (2-nitrobenzylalcohol), C1(CCCCC1)N=C=O (cyclohexylisocyanate), [N+](=O)([O-])C1=C(COC(=O)CCCCCCCCN)C=CC=C1 ([[(2-nitrobenzyl)oxy]carbonyl]octylamine). The solvent is C1(=CC=CC=C1)C (toluene). Yields the product [N+](=O)([O-])C1=C(COC(=O)NC2CCCCC2)C=CC=C1 ([[(2-nitrobenzyl)oxy]carbonyl]cyclohexylamine). As a reaction SMILES: [N+:1]([C:4]1[CH:11]=[CH:10][CH:9]=[CH:8][C:5]=1[CH2:6][OH:7])([O-:3])=[O:2].[CH:12]1([N:18]=[C:19]=[O:20])[CH2:17][CH2:16][CH2:15][CH2:14][CH2:13]1.[N+](C1C=CC=CC=1COC(CCCCCCCCN)=O)([O-])=O>C1(C)C=CC=CC=1>[N+:1]([C:4]1[CH:11]=[CH:10][CH:9]=[CH:8][C:5]=1[CH2:6][O:7][C:19]([NH:18][CH:12]1[CH2:17][CH2:16][CH2:15][CH2:14][CH2:13]1)=[O:20])([O-:3])=[O:2]. Reported procedure: [[(2-nitrobenzyl)oxy]carbonyl]cyclohexylamine was prepared using 2-nitrobenzylalcohol, cyclohexylisocyanate, and toluene solvent in the same preparation method of [[(2-nitrobenzyl)oxy]carbonyl]octylamine as in Example 1. Reactants: [Cl-], CC(C)(C)OC(=O)n1nc(N)c2nc(C(=O)NC(C)(C)c3ccccc3)sc21, [Na+], C1CCOC1, c1ccncc1, O=C(Cl)c1ccsc1. The product is CC(C)(C)OC(=O)n1nc(NC(=O)c2ccsc2)c2nc(C(=O)NC(C)(C)c3ccccc3)sc21. Reaction SMILES: [Cl-:38].[NH2:1][c:2]1[n:3][n:4]([C:22](=[O:23])[O:24][C:25]([CH3:26])([CH3:27])[CH3:28])[c:5]2[c:6]1[n:7][c:8]([C:10]([NH:11][C:12]([CH3:13])([c:14]1[cH:15][cH:16][cH:17][cH:18][cH:19]1)[CH3:20])=[O:21])[s:9]2.[Na+:37].[O:45]1[CH2:46][CH2:47][CH2:48][CH2:49]1.[cH:39]1[cH:40][cH:41][n:42][cH:43][cH:44]1.[s:29]1[cH:30][c:31]([C:34](=[O:35])[Cl:36])[cH:32][cH:33]1>>[NH:1]([c:2]1[n:3][n:4]([C:22](=[O:23])[O:24][C:25]([CH3:26])([CH3:27])[CH3:28])[c:5]2[c:6]1[n:7][c:8]([C:10]([NH:11][C:12]([CH3:13])([c:14]1[cH:15][cH:16][cH:17][cH:18][cH:19]1)[CH3:20])=[O:21])[s:9]2)[C:34]([c:31]1[cH:30][s:29][cH:33][cH:32]1)=[O:35]. Starting materials: [OH-].[Na+] (NaOH), Cl (HCl), C(C)(C)(C)C1=CC=C(S1)[C@@H]1N(CC[C@@H](C1)C(CC(=O)OCC)=O)C(=O)OC (Cis-methyl 2-(5-tert-butylthiophen-2-yl)-4-(3-ethoxy-3-oxopropanoyl)piperidine-1-carboxylate), NO (Hydroxylamine). Solvent: O (water), CO (methanol). Run at temperature -40 celsius, time 20 minute. Product: C(C)(C)(C)C1=CC=C(S1)[C@@H]1N(CC[C@@H](C1)C1=CC(NO1)=O)C(=O)OC (Cis-methyl 2-(5-tert-butylthiophen-2-yl)-4-(3-oxo-2,3-dihydroisoxazol-5-yl)piperidine-1-carboxylate). Isolated yield 49.2%. As a reaction SMILES: [C:1]([C:5]1[S:9][C:8]([C@H:10]2[CH2:15][C@@H:14]([C:16](=[O:23])[CH2:17][C:18](OCC)=[O:19])[CH2:13][CH2:12][N:11]2[C:24]([O:26][CH3:27])=[O:25])=[CH:7][CH:6]=1)([CH3:4])([CH3:3])[CH3:2].[OH-].[Na+].[NH2:30]O.Cl>CO.O>[C:1]([C:5]1[S:9][C:8]([C@H:10]2[CH2:15][C@@H:14]([C:16]3[O:23][NH:30][C:18](=[O:19])[CH:17]=3)[CH2:13][CH2:12][N:11]2[C:24]([O:26][CH3:27])=[O:25])=[CH:7][CH:6]=1)([CH3:4])([CH3:3])[CH3:2] |f:1.2|. Procedure details: Cis-methyl 2-(5-tert-butylthiophen-2-yl)-4-(3-ethoxy-3-oxopropanoyl)piperidine-1-carboxylate (963 mg, 2.43 mmol) was dissolved in methanol (15 mL) and cooled to −40° C. NaOH (0.641 mL, 2.43 mmol) dissolved in water (1 mL) was added and stirred for 20 min. Hydroxylamine (50% by weight in water, 0.149 mL, 2.43 mmol) was added and the reaction stirred at −40° C. for 3 h. The reaction mixture was then added to a prewarmed 80° C. solution of 6 M HCl (12.58 mL, 75.48 mmol) and stirred for 20 min. The ... Starting materials: C(C)(=O)OCC (ethyl acetate), [N+](=O)([O-])C1=CC=C(N)C=C1 (4-nitroaniline), ICl (ICl). Run in C(C)#N (acetonitrile), C(C)#N (acetonitrile). Reaction conditions: time 18 hour. Product: SiO2 CH2Cl2 hexane, IC1=C(N)C=CC(=C1)[N+](=O)[O-] (2-Iodo-4-nitroaniline). The yield is 35.9%. As a reaction SMILES: [N+:1]([C:4]1[CH:10]=[CH:9][C:7]([NH2:8])=[CH:6][CH:5]=1)([O-:3])=[O:2].[I:11]Cl.C(OCC)(=O)C>C(#N)C>[I:11][C:9]1[CH:10]=[C:4]([N+:1]([O-:3])=[O:2])[CH:5]=[CH:6][C:7]=1[NH2:8]. Reported procedure: To a solution of 4-nitroaniline (27.6 g, 0.2 mol) in 200 mL of dry acetonitrile was added a solution of ICl (31.0 g, 0.19 mol) in 50 mL of acetonitrile and the mixture was stirred at room temperature for 18 h. The reaction mixture was then poured into ethyl acetate, washed (20% aq. Na2S2O3, brine), dried (Na2SO4) and evaporated to give a brown solid. Chromatography (SiO2 /CH2Cl2 -hexane, 6:4 to 7:3) afforded the title compound (18.0 g, 36%) as a yellow solid, mp 104°-106° C.: IR (neat) 3480, 338...